Task: describe an organic reaction: reactants, conditions, products, and yield. Dataset: the Open Reaction Database (ORD), a public repository of structured organic reaction records The reactants are COc1ccc(Cl)cc1C=O, Cl, [K+], NN, [OH-], O, O, OCCOCCO. The product is COc1ccc(Cl)cc1C. As a reaction SMILES: [CH3:1][O:2][c:3]1[c:4]([CH:5]=[O:6])[cH:7][c:8]([Cl:11])[cH:9][cH:10]1.[ClH:17].[K+:16].[NH2:13][NH2:14].[OH-:15].[OH2:12].[OH2:25].[OH:18][CH2:19][CH2:20][O:21][CH2:22][CH2:23][OH:24]>>[CH3:1][O:2][c:3]1[c:4]([CH3:5])[cH:7][c:8]([Cl:11])[cH:9][cH:10]1. Starting materials: compound g, N1C=CC2=CC=CC=C12 (indole), [OH-].[Na+] (sodium hydroxide). The product is NCCCC=1NC2=CC=CC=C2C1 (3-aminopropyl indole). Reaction SMILES: [NH:1]1[C:9]2[C:4](=[CH:5][CH:6]=[CH:7][CH:8]=2)[CH:3]=[CH:2]1.[OH-].[Na+]>>[NH2:1][CH2:2][CH2:3][CH2:4][C:2]1[NH:1][C:9]2[C:4]([CH:3]=1)=[CH:5][CH:6]=[CH:7][CH:8]=2 |f:1.2|. Procedure: In step 1 of Scheme B, a 3-amino-propanol compound f is treated with trifluoroacetic anhydride to afford a trifluoroacetylated propyl compound g. In step 2, the trifluoroacetylated compound g, is then heated in the presence of indole h, and the resulting residue treated with base such as sodium hydroxide to provide a 3-aminopropyl indole compound i. Compound i is a compound of formula X in accordance with the invention, wherein R3 is hydrogen. The product is Cn1c(Cc2ccccc2)noc1=O. Starting materials: CI, CO, O, O=c1[nH]c(Cc2ccccc2)no1. Reaction SMILES: [CH3:14][I:15].[CH3:17][OH:18].[OH2:16].[c:1]1([CH2:7][c:8]2[n:9][o:10][c:11](=[O:13])[nH:12]2)[cH:2][cH:3][cH:4][cH:5][cH:6]1>>[c:1]1([CH2:7][c:8]2[n:9][o:10][c:11](=[O:13])[n:12]2[CH3:14])[cH:2][cH:3][cH:4][cH:5][cH:6]1. Reactants: C(C)[C@]1(CC(OCC=2C(N3CC=4C(=NC=5C=C(C=C(C5C4)F)F)C3=CC21)=O)=O)O ((5R)-5-ethyl-9,11-difluoro-5-hydroxy-4,5,13,15-tetrahydro-1H,3H-oxepino[3′,4′:6,7]indolizino[1,2-b]quinoline-3,15-dione), C(CCCCCCCCCC)=O (undecanal). The product is C(CCCCCCCCC)C1=C2C(=NC=3C=C(C=C(C13)F)F)C1=CC3=C(C(N1C2)=O)COC(C[C@]3(O)CC)=O ((5R)-12-decyl-5-ethyl-9,11-difluoro-5-hydroxy-4,5,13,15-tetrahydro-1H,3H-oxepino[3′,4′:6,7]indolizino[1,2-b]quinoline-3,15-dione). RXN SMILES: [CH2:1]([C@:3]1([OH:29])[C:26]2[CH:25]=[C:24]3[N:10]([CH2:11][C:12]4[C:13]3=[N:14][C:15]3[CH:16]=[C:17]([F:23])[CH:18]=[C:19]([F:22])[C:20]=3[CH:21]=4)[C:9](=[O:27])[C:8]=2[CH2:7][O:6][C:5](=[O:28])[CH2:4]1)[CH3:2].[CH:30](=O)[CH2:31][CH2:32][CH2:33][CH2:34][CH2:35][CH2:36][CH2:37][CH2:38][CH2:39]C>>[CH2:30]([C:21]1[C:20]2[C:19]([F:22])=[CH:18][C:17]([F:23])=[CH:16][C:15]=2[N:14]=[C:13]2[C:24]3[N:10]([CH2:11][C:12]=12)[C:9](=[O:27])[C:8]1[CH2:7][O:6][C:5](=[O:28])[CH2:4][C@@:3]([CH2:1][CH3:2])([OH:29])[C:26]=1[CH:25]=3)[CH2:31][CH2:32][CH2:33][CH2:34][CH2:35][CH2:36][CH2:37][CH2:38][CH3:39]. Reported procedure: The product of Example 100 is treated with undecanal according to a procedure similar to Stage 95e in order to produce the expected solid. The reactants are C(C)(C)(C)NS(=O)(=O)C1=CC(=CC=C1)C1=CC=C2C=NC(=NN21)O (N-tert-butyl-3-(2-hydroxy-pyrrolo[2,1-f][1,2,4]triazin-7-yl)-benzenesulfonamide), N1(CCOCC1)CCN1N=C2C=C(C=CC2=C1)N (2-(2-morpholin-4-yl-ethyl)-2H-indazol-6-ylamine), N1(CCOCC1)CCN1N=C2C=CC(=CC2=C1)N (2-(2-morpholin-4-yl-ethyl)-2H-indazol-5-ylamine). Product: C(C)(C)(C)NS(=O)(=O)C1=CC(=CC=C1)C1=CC=C2C=NC(=NN21)NC=2C=CC1=CN(N=C1C2)CCN2CCOCC2 (N-tert-Butyl-3-{2-[2-(2-morpholin-4-yl-ethyl)-2H-indazol-6-ylamino]-pyrrolo[2,1-f][1,2,4]triazin-7-yl}-benzenesulfonamide). As a reaction SMILES: [C:1]([NH:5][S:6]([C:9]1[CH:14]=[CH:13][CH:12]=[C:11]([C:15]2[N:23]3[C:18]([CH:19]=[N:20][C:21](O)=[N:22]3)=[CH:17][CH:16]=2)[CH:10]=1)(=[O:8])=[O:7])([CH3:4])([CH3:3])[CH3:2].[N:25]1([CH2:31][CH2:32][N:33]2[CH:41]=[C:40]3[C:35]([CH:36]=[C:37]([NH2:42])[CH:38]=[CH:39]3)=[N:34]2)[CH2:30][CH2:29][O:28][CH2:27][CH2:26]1.N1(CCN2C=C3C(C=CC(N)=C3)=N2)CCOCC1>>[C:1]([NH:5][S:6]([C:9]1[CH:14]=[CH:13][CH:12]=[C:11]([C:15]2[N:23]3[C:18]([CH:19]=[N:20][C:21]([NH:42][C:37]4[CH:38]=[CH:39][C:40]5[C:35]([CH:36]=4)=[N:34][N:33]([CH2:32][CH2:31][N:25]4[CH2:30][CH2:29][O:28][CH2:27][CH2:26]4)[CH:41]=5)=[N:22]3)=[CH:17][CH:16]=2)[CH:10]=1)(=[O:8])=[O:7])([CH3:2])([CH3:3])[CH3:4]. Procedure details: Following the procedure of Example 1315, N-tert-butyl-3-(2-hydroxy-pyrrolo[2,1-f][1,2,4]triazin-7-yl)-benzenesulfonamide (114 mg, 0.330 mmol) was coupled in parallel fashion to 2-(2-morpholin-4-yl-ethyl)-2H-indazol-6-ylamine (57 mg, 0.23 mmol) and 2-(2-morpholin-4-yl-ethyl)-2H-indazol-5-ylamine (57 mg, 0.23 mmol). Products were purified by RP pHPLC as described in Example 1291c. Yield of TFA salt: 71 mg (62%); LC/MS: 575 (M+H); HPLC: 97% pure, RT=2.73 min; 1H NMR: (DMSO, δ) 9.68 (s, 1H), 9.08 (s... Reactants: CC(C)c1nnc2ccc(C#Cc3ccc(F)cc3F)nn12, O, O=S(=O)(O)O. Yields the product CC(C)c1nnc2ccc(CC(=O)c3ccc(F)cc3F)nn12. RXN SMILES: [F:1][c:2]1[c:3]([C:9]#[C:10][c:11]2[cH:12][cH:13][c:14]3[n:15]([n:16]2)[c:17]([CH:20]([CH3:21])[CH3:22])[n:18][n:19]3)[cH:4][cH:5][c:6]([F:8])[cH:7]1.[OH2:28].[S:23]([OH:24])(=[O:25])(=[O:26])[OH:27]>>[F:1][c:2]1[c:3]([C:9]([CH2:10][c:11]2[cH:12][cH:13][c:14]3[n:15]([n:16]2)[c:17]([CH:20]([CH3:21])[CH3:22])[n:18][n:19]3)=[O:24])[cH:4][cH:5][c:6]([F:8])[cH:7]1.